Dataset: the Open Reaction Database (ORD), a public repository of structured organic reaction records. Task: describe an organic reaction: reactants, conditions, products, and yield Isolated yield 10.9%. Procedure: Ethyl 2-[6-fluoro-3-(2-propenyl)-2(3H)-benzothiazolon-5-ylaminocarbonyl]-hexahydropyridazine-1-carboxylate (1.55 g) was added to a methanolic solution (2.05 g) of 10% sodium methoxide, and the resultant mixture was heated under reflux for 1.5 hours and allowed to cool. Water was added thereto, and the mixture was extracted with ethyl acetate. The extract was washed with water, dried, concentrated and purified by silica gel thin layer chromatography with a mixture of ethyl acetate and hexane (1:1... Solvent: O (Water). Product: C(C=C)N1C(SC2=C1C=C(C(=C2)F)N2C(N1N(CCCC1)C2=O)=O)=O (2-[3-(2-propenyl)-6-fluoro-2(3H)-benzothiazolon-5-yl]-hexahydro-1H-[1,2,4]triazolo[1,2-a]pyridazine-1,3-dione). As a reaction SMILES: [F:1][C:2]1[C:14]([NH:15][C:16]([N:18]2[CH2:23][CH2:22][CH2:21][CH2:20][N:19]2[C:24](OCC)=[O:25])=[O:17])=[CH:13][C:5]2[N:6]([CH2:10][CH:11]=[CH2:12])[C:7](=[O:9])[S:8][C:4]=2[CH:3]=1.C[O-].[Na+]>O>[CH2:10]([N:6]1[C:5]2[CH:13]=[C:14]([N:15]3[C:24](=[O:25])[N:19]4[CH2:20][CH2:21][CH2:22][CH2:23][N:18]4[C:16]3=[O:17])[C:2]([F:1])=[CH:3][C:4]=2[S:8][C:7]1=[O:9])[CH:11]=[CH2:12] |f:1.2|. The reactants are FC1=CC2=C(N(C(S2)=O)CC=C)C=C1NC(=O)N1N(CCCC1)C(=O)OCC (Ethyl 2-[6-fluoro-3-(2-propenyl)-2(3H)-benzothiazolon-5-ylaminocarbonyl]-hexahydropyridazine-1-carboxylate), C[O-].[Na+] (sodium methoxide), resultant mixture.